describe an organic reaction: reactants, conditions, products, and yield From a dataset of the Open Reaction Database (ORD), a public repository of structured organic reaction records. Reactants: C(C1=CC=CC=C1)(C1=CC=CC=C1)[C@H]1OC[C@@H]2O[C@@H]2C1 ((1S, 4S, 6R)-4-benzhydryl-3,7-dioxa-bicyclo[4.1.0]-heptane), FC1=CC=C(CN)C=C1 (para-fluoro-benzylamine). Run in C(C)O (ethanol). Product: C(C1=CC=CC=C1)(C1=CC=CC=C1)[C@H]1OC[C@H]([C@@H](C1)O)NCC1=CC=C(C=C1)F ((2S, 4R, 5R)-2-benzhydryl-5-(4-fluoro-benzylamino)-tetrahydropyran-4-ol). As a reaction SMILES: [CH:1]([C@@H:14]1[CH2:20][C@@H:19]2[C@@H:17]([O:18]2)[CH2:16][O:15]1)([C:8]1[CH:13]=[CH:12][CH:11]=[CH:10][CH:9]=1)[C:2]1[CH:7]=[CH:6][CH:5]=[CH:4][CH:3]=1.[F:21][C:22]1[CH:29]=[CH:28][C:25]([CH2:26][NH2:27])=[CH:24][CH:23]=1>C(O)C>[CH:1]([C@@H:14]1[CH2:20][C@@H:19]([OH:18])[C@H:17]([NH:27][CH2:26][C:25]2[CH:28]=[CH:29][C:22]([F:21])=[CH:23][CH:24]=2)[CH2:16][O:15]1)([C:8]1[CH:13]=[CH:12][CH:11]=[CH:10][CH:9]=1)[C:2]1[CH:3]=[CH:4][CH:5]=[CH:6][CH:7]=1. Procedure details: (1S, 4S, 6R)-4-benzhydryl-3,7-dioxa-bicyclo[4.1.0]-heptane 28a (0.025 g, 0.094 mmol) was reacted with para-fluoro-benzylamine (0.24 g, 1.88 mmol) in ethanol (Procedure E) to yield (2S, 4R, 5R)-2-benzhydryl-5-(4-fluoro-benzylamino)-tetrahydropyran-4-ol, (−)-29b, 0.032 g (86%, [α]D=(−)77.2, c=1, MeOH). The reactants are FC(OC1=CC=C(C=C1)N1C(C2(CC1)CCNCC2)=O)(F)F (2-(4-trifluoromethoxy-phenyl)-2,8-diaza-spiro[4.5]decan-1-one), O=C(OC(Cl)(Cl)Cl)Cl (diphosgene), C(C)NC(C)C (ethyl-isopropyl-amine). Conditions: temperature 80 celsius, time 1 hour. Product: C(C)N(C(=O)N1CCC2(CCN(C2=O)C2=CC=C(C=C2)OC(F)(F)F)CC1)C(C)C (1-Oxo-2-(4-trifluoromethoxy-phenyl)-2,8-diaza-spiro[4.5]decane-8-carboxylic acid ethyl-isopropyl-amide). As a reaction SMILES: [F:1][C:2]([F:22])([F:21])[O:3][C:4]1[CH:9]=[CH:8][C:7]([N:10]2[CH2:14][CH2:13][C:12]3([CH2:19][CH2:18][NH:17][CH2:16][CH2:15]3)[C:11]2=[O:20])=[CH:6][CH:5]=1.O=C(Cl)[O:25][C:26](Cl)(Cl)Cl.[CH2:31]([NH:33][CH:34]([CH3:36])[CH3:35])[CH3:32]>>[CH2:31]([N:33]([CH:34]([CH3:36])[CH3:35])[C:26]([N:17]1[CH2:16][CH2:15][C:12]2([C:11](=[O:20])[N:10]([C:7]3[CH:8]=[CH:9][C:4]([O:3][C:2]([F:1])([F:21])[F:22])=[CH:5][CH:6]=3)[CH2:14][CH2:13]2)[CH2:19][CH2:18]1)=[O:25])[CH3:32]. Procedure: This material was prepared in analogy to example 251 step B) from 2-(4-trifluoromethoxy-phenyl)-2,8-diaza-spiro[4.5]decan-1-one, diphosgene and ethyl-isopropyl-amine. The reaction mixture was stirred for 1 h at room temperature, 2 h at 50° C. and 1 h at 80° C. before subjecting to work-up and purification. MS (ESI): 428.4 (MH+). Reactants: C(C1=CC=CC=C1)(C1=CC=CC=C1)(C1=CC=CC=C1)N1C=NC(=C1)C=CCCCN1C(C2=CC=CC=C2C1=O)=O (2-[5-(1-trityl-1H-imidazol-4-yl)pent-4-enyl]isoindole-1,3-dione). Reagents/catalysts: [Pd] (Pd/C). The solvent is CO.C1CCOC1 (MeOH THF). Conditions: time 4 hour. Product: C(C1=CC=CC=C1)(C1=CC=CC=C1)(C1=CC=CC=C1)N1C=NC(=C1)CCCCCN1C(C2=CC=CC=C2C1=O)=O (2-[5-(1-trityl-1H-imidazol-4-yl)pentyl]isoindole-1,3-dione). Yield: 48.2%. As a reaction SMILES: [C:1]([N:20]1[CH:24]=[C:23]([CH:25]=[CH:26][CH2:27][CH2:28][CH2:29][N:30]2[C:38](=[O:39])[C:37]3[C:32](=[CH:33][CH:34]=[CH:35][CH:36]=3)[C:31]2=[O:40])[N:22]=[CH:21]1)([C:14]1[CH:19]=[CH:18][CH:17]=[CH:16][CH:15]=1)([C:8]1[CH:13]=[CH:12][CH:11]=[CH:10][CH:9]=1)[C:2]1[CH:7]=[CH:6][CH:5]=[CH:4][CH:3]=1>[Pd].CO.C1COCC1>[C:1]([N:20]1[CH:24]=[C:23]([CH2:25][CH2:26][CH2:27][CH2:28][CH2:29][N:30]2[C:38](=[O:39])[C:37]3[C:32](=[CH:33][CH:34]=[CH:35][CH:36]=3)[C:31]2=[O:40])[N:22]=[CH:21]1)([C:8]1[CH:13]=[CH:12][CH:11]=[CH:10][CH:9]=1)([C:14]1[CH:15]=[CH:16][CH:17]=[CH:18][CH:19]=1)[C:2]1[CH:7]=[CH:6][CH:5]=[CH:4][CH:3]=1 |f:2.3|. Procedure details: 785 mg (1.5 mmol) of 2-[5-(1-trityl-1H-imidazol-4-yl)pent-4-enyl]isoindole-1,3-dione, 10 ml of a MeOH/THF mixture (6/4) and 392 mg of 10% Pd/C are introduced into a Parr bomb. The reaction medium is stirred at room temperature under a hydrogen pressure of 5 bar. After 4 hours, the reaction medium is filtered through Celite and concentrated. The crude product obtained is chromatographed on silica gel (eluent: heptane/EtOAc (5/5) and then CH2Cl2/MeOH (9/1)). 380 mg of 2-[5-(1-trityl-1H-imidazol-4-... Reactants: C(C)(C)(C)C1=CC=C(C=C1)C1=C(C(=NN1C)C(C)=O)O (1-[5-(4-t-Butylphenyl)-4-hydroxy-1-methyl-1H-pyrazol-3-yl]ethanone), N(N)C(=O)C1=CC=C(S1)C(=O)OC (methyl 5-hydrazinocarbonyl-2-thiophenecarboxylate). The solvent is CN(C=O)C (dimethylformamide). Run at temperature 110 celsius, time 12 hour. Yields the product C(C)(C)(C)C1=CC=C(C=C1)C1=C(C(=NN1C)C(C)=NNC(=O)C1=CC=C(S1)C(=O)OC)O (methyl 5-[(2-{1-[5-(4-t-butylphenyl)-4-hydroxy-1-methyl-1H-pyrazol-3-yl]ethylidene}hydrazino)carbonyl]-2-thiophenecarboxylate). Yield: 31.4%. Reaction SMILES: [C:1]([C:5]1[CH:10]=[CH:9][C:8]([C:11]2[N:15]([CH3:16])[N:14]=[C:13]([C:17](=O)[CH3:18])[C:12]=2[OH:20])=[CH:7][CH:6]=1)([CH3:4])([CH3:3])[CH3:2].[NH:21]([C:23]([C:25]1[S:29][C:28]([C:30]([O:32][CH3:33])=[O:31])=[CH:27][CH:26]=1)=[O:24])[NH2:22]>CN(C)C=O>[C:1]([C:5]1[CH:10]=[CH:9][C:8]([C:11]2[N:15]([CH3:16])[N:14]=[C:13]([C:17](=[N:22][NH:21][C:23]([C:25]3[S:29][C:28]([C:30]([O:32][CH3:33])=[O:31])=[CH:27][CH:26]=3)=[O:24])[CH3:18])[C:12]=2[OH:20])=[CH:7][CH:6]=1)([CH3:4])([CH3:3])[CH3:2]. Reported procedure: 1-[5-(4-t-Butylphenyl)-4-hydroxy-1-methyl-1H-pyrazol-3-yl]ethanone (38.0 mg, 0.14 mmol) and methyl 5-hydrazinocarbonyl-2-thiophenecarboxylate (27.9 mg, 0.14 mmol) were dissolved in dimethylformamide (2.0 mL) and stirred at 110° C. for 12 hours. After cooling, the solvent was evaporated, and ethyl acetate was added to the resulting crude product. The precipitated solid was recovered by filtration to give 20.0 mg of the desired product as a pale yellow solid (yield 31%). Conditions: temperature 90 celsius, time 18 hour. Run in O1CCOCC1 (1,4-dioxane). Procedure: 5-({[tert-Butyl(dimethyl)silyl]oxy}methyl)-3-[4-(trimethylstannyl)phenyl]4,5-dihydroisoxazole (0.70 g, 1.6 mmol), (5R)-3-(4-iodophenyl)-5-[(4-methyl-1H-1,2,3-triazol-1-yl)methyl]-1,3-oxazolidin-2-one (0.5 g, 1.29 mmol), tri-2-furyl phosphine (0.06 g, 0.26 mmol) and tris(dibenzylideneacetone)palladium (0) (0.12 g, 0.13 mmol) were dissolved in 1,4-dioxane (5 ml) and degassed three times. The mixture was then heated to 90° C. and stirred for 18 hr. LCMS indicated that the reaction was not yet compl... The reactants are [Si](C)(C)(C(C)(C)C)OCC1CC(=NO1)C1=CC=C(C=C1)[Sn](C)(C)C (5-({[tert-Butyl(dimethyl)silyl]oxy}methyl)-3-[4-(trimethylstannyl)phenyl]4,5-dihydroisoxazole), IC1=CC=C(C=C1)N1C(O[C@H](C1)CN1N=NC(=C1)C)=O ((5R)-3-(4-iodophenyl)-5-[(4-methyl-1H-1,2,3-triazol-1-yl)methyl]-1,3-oxazolidin-2-one), O1C(=CC=C1)P(C=1OC=CC1)C=1OC=CC1 (tri-2-furyl phosphine), tris(dibenzylideneacetone)palladium (0). The product is [Si](C)(C)(C(C)(C)C)OCC1CC(=NO1)C1=CC=C(C=C1)C1=CC=C(C=C1)N1C(O[C@H](C1)CN1N=NC(=C1)C)=O ((5R)-3-{4′-[5-({[tert-butyl(dimethyl)silyl]oxy}methyl)-4,5-dihydroisoxazol-3-yl]-1,1′-biphenyl-4-yl}-5-[(4-methyl-1H-1,2,3-triazol-1-yl)methyl]-1,3-oxazolidin-2-one). Reaction SMILES: [Si:1]([O:8][CH2:9][CH:10]1[O:14][N:13]=[C:12]([C:15]2[CH:20]=[CH:19][C:18]([Sn](C)(C)C)=[CH:17][CH:16]=2)[CH2:11]1)([C:4]([CH3:7])([CH3:6])[CH3:5])([CH3:3])[CH3:2].I[C:26]1[CH:31]=[CH:30][C:29]([N:32]2[CH2:36][C@H:35]([CH2:37][N:38]3[CH:42]=[C:41]([CH3:43])[N:40]=[N:39]3)[O:34][C:33]2=[O:44])=[CH:28][CH:27]=1.O1C=CC=C1P(C1OC=CC=1)C1OC=CC=1>O1CCOCC1.[Pd].C(=CC(C=CC1C=CC=CC=1)=O)C1C=CC=CC=1.C(=CC(C=CC1C=CC=CC=1)=O)C1C=CC=CC=1.C(=CC(C=CC1C=CC=CC=1)=O)C1C=CC=CC=1>[Si:1]([O:8][CH2:9][CH:10]1[O:14][N:13]=[C:12]([C:15]2[CH:20]=[CH:19][C:18]([C:26]3[CH:31]=[CH:30][C:29]([N:32]4[CH2:36][C@H:35]([CH2:37][N:38]5[CH:42]=[C:41]([CH3:43])[N:40]=[N:39]5)[O:34][C:33]4=[O:44])=[CH:28][CH:27]=3)=[CH:17][CH:16]=2)[CH2:11]1)([C:4]([CH3:7])([CH3:6])[CH3:5])([CH3:3])[CH3:2] |f:4.5.6.7|. The reagents and catalysts are [Pd].C(C1=CC=CC=C1)=CC(=O)C=CC1=CC=CC=C1.C(C1=CC=CC=C1)=CC(=O)C=CC1=CC=CC=C1.C(C1=CC=CC=C1)=CC(=O)C=CC1=CC=CC=C1 (tris(dibenzylidene acetone) palladium (0)). The yield is 28.3%. The reactants are O=C(O)C(O)C(O)C(=O)O, O=C([O-])O, C[Si](C)(C)Cl, CCN(C(C)C)C(C)C, [Cl-], [Cl-], [Cl-], [Cl-], ClCCl, O=C(CCCC(O)c1ccc(F)cc1)N1C(=O)OCC1c1ccccc1, N#Cc1ccc(C=Nc2ccc(F)cc2)cc1, COc1ccc(C2C(CCC(O)c3ccc(F)cc3)C(=O)N2c2ccc(CNC(=O)c3ccc(Oc4ccc(C(=O)O)cc4)cc3)cc2)cc1, [Na+], [Ti+4]. Product: N#Cc1ccc(C(Nc2ccc(F)cc2)C(CCC(O)c2ccc(F)cc2)C(=O)N2C(=O)OCC2c2ccccc2)cc1. RXN SMILES: [C:108]([OH:109])(=[O:110])[CH:111]([CH:112]([C:113]([OH:114])=[O:115])[OH:116])[OH:117].[C:118](=[O:119])([OH:120])[O-:121].[CH3:53][Si:54]([Cl:55])([CH3:56])[CH3:57].[CH:44]([N:45]([CH:46]([CH3:47])[CH3:48])[CH2:49][CH3:50])([CH3:51])[CH3:52].[Cl-:126].[Cl-:127].[Cl-:128].[Cl-:129].[Cl:123][CH2:124][Cl:125].[F:1][c:2]1[cH:3][cH:4][c:5]([CH:8]([CH2:9][CH2:10][CH2:11][C:12](=[O:13])[N:14]2[C:15](=[O:25])[O:16][CH2:17][CH:18]2[c:19]2[cH:20][cH:21][cH:22][cH:23][cH:24]2)[OH:26])[cH:6][cH:7]1.[F:27][c:28]1[cH:29][cH:30][c:31]([N:34]=[CH:35][c:36]2[cH:37][cH:38][c:39]([C:40]#[N:41])[cH:42][cH:43]2)[cH:32][cH:33]1.[F:58][c:59]1[cH:60][cH:61][c:62]([CH:63]([OH:64])[CH2:65][CH2:66][CH:67]2[C:68](=[O:69])[N:70]([c:71]3[cH:72][cH:73][c:74]([CH2:75][NH:76][C:77]([c:78]4[cH:79][cH:80][c:81]([O:82][c:83]5[cH:84][cH:85][c:86]([C:87]([OH:88])=[O:89])[cH:90][cH:91]5)[cH:92][cH:93]4)=[O:94])[cH:95][cH:96]3)[CH:97]2[c:98]2[cH:99][cH:100][c:101]([O:102][CH3:103])[cH:104][cH:105]2)[cH:106][cH:107]1.[Na+:122].[Ti+4:130]>>[F:1][c:2]1[cH:3][cH:4][c:5]([CH:8]([CH2:9][CH2:10][CH:11]([C:12](=[O:13])[N:14]2[C:15](=[O:25])[O:16][CH2:17][CH:18]2[c:19]2[cH:20][cH:21][cH:22][cH:23][cH:24]2)[CH:35]([NH:34][c:31]2[cH:30][cH:29][c:28]([F:27])[cH:33][cH:32]2)[c:36]2[cH:37][cH:38][c:39]([C:40]#[N:41])[cH:42][cH:43]2)[OH:26])[cH:6][cH:7]1. Starting materials: O=C([O-])[O-], ClCc1cccc(Cl)c1, O=C(O)C(F)(F)F, O=C(O)C(F)(F)F, [K+], [K+], Nc1nc(N)c2nc(CN3CCNCC3)nnc2n1, CN(C)C=O. Product: Nc1nc(N)c2nc(CN3CCN(Cc4cccc(Cl)c4)CC3)nnc2n1. RXN SMILES: [C:36](=[O:37])([O-:38])[O-:39].[Cl:27][c:28]1[cH:29][c:30]([CH2:31][Cl:32])[cH:33][cH:34][cH:35]1.[F:20][C:21]([F:22])([F:23])[C:24]([OH:25])=[O:26].[F:42][C:43]([F:44])([F:45])[C:46]([OH:47])=[O:48].[K+:40].[K+:41].[N:1]1([CH2:7][c:8]2[n:9][n:10][c:11]3[c:12]([n:13]2)[c:14]([NH2:19])[n:15][c:16]([NH2:18])[n:17]3)[CH2:2][CH2:3][NH:4][CH2:5][CH2:6]1.[O:49]=[CH:50][N:51]([CH3:52])[CH3:53]>>[N:1]1([CH2:7][c:8]2[n:9][n:10][c:11]3[c:12]([n:13]2)[c:14]([NH2:19])[n:15][c:16]([NH2:18])[n:17]3)[CH2:2][CH2:3][N:4]([CH2:31][c:30]2[cH:29][c:28]([Cl:27])[cH:35][cH:34][cH:33]2)[CH2:5][CH2:6]1. The reactants are FC(C1=CC(=NC=2N1N=CC2C(=O)O)C2=CC(=C(C=C2)C(F)(F)F)OCC)F (7-difluoromethyl-5-(3-ethoxy-4-trifluoromethyl-phenyl)-pyrazolo[1,5-a]pyrimidine-3-carboxylic acid), NC=1C=C(C=CC1)S(=O)(=O)NCC (3-amino-N-ethyl-benzenesulfonamide). The product is C(C)NS(=O)(=O)C=1C=C(C=CC1)NC(=O)C=1C=NN2C1N=C(C=C2C(F)F)C2=CC(=C(C=C2)C(F)(F)F)OCC (7-Difluoromethyl-5-(3-ethoxy-4-trifluoromethyl-phenyl)-pyrazolo[1,5-a]pyrimidine-3-carboxylic acid(3-ethylsulfamoyl-phenyl)-amide). RXN SMILES: [F:1][CH:2]([F:28])[C:3]1[N:8]2[N:9]=[CH:10][C:11]([C:12](O)=[O:13])=[C:7]2[N:6]=[C:5]([C:15]2[CH:20]=[CH:19][C:18]([C:21]([F:24])([F:23])[F:22])=[C:17]([O:25][CH2:26][CH3:27])[CH:16]=2)[CH:4]=1.[NH2:29][C:30]1[CH:31]=[C:32]([S:36]([NH:39][CH2:40][CH3:41])(=[O:38])=[O:37])[CH:33]=[CH:34][CH:35]=1>>[CH2:40]([NH:39][S:36]([C:32]1[CH:31]=[C:30]([NH:29][C:12]([C:11]2[CH:10]=[N:9][N:8]3[C:3]([CH:2]([F:28])[F:1])=[CH:4][C:5]([C:15]4[CH:20]=[CH:19][C:18]([C:21]([F:24])([F:22])[F:23])=[C:17]([O:25][CH2:26][CH3:27])[CH:16]=4)=[N:6][C:7]=23)=[O:13])[CH:35]=[CH:34][CH:33]=1)(=[O:38])=[O:37])[CH3:41]. Procedure details: The title compound was prepared from 7-difluoromethyl-5-(3-ethoxy-4-trifluoromethyl-phenyl)-pyrazolo[1,5-a]pyrimidine-3-carboxylic acid (example C.12) and 3-amino-N-ethyl-benzenesulfonamide [CAS 56445-08-0] according to general procedure II. Yellow solid. MS (ISP) 582.0 [(M−H)−]; mp 222° C. The reactants are C(C)(=O)O (Acetic acid), C(C)(C)(C)OC(=O)NC1=C(C(=O)NCC(=O)NCC2CCNCC2)C=C(C=C1)OC(F)(F)F (4-[[N-(2-(tert-butoxycarbonylamino)-5-(trifluoromethoxy)benzoyl)glycyl]aminomethyl]piperidine), C(C)(C)C1=CC=C(C=O)C=C1 (4-isopropylbenzaldehyde), NaH3CN. Solvent: CO (methanol). Conditions: temperature 60 celsius, time 8 hour. The product is NC1=C(C(=O)NCC(=O)NCC2CCN(CC2)CC2=CC=C(C=C2)C(C)C)C=C(C=C1)OC(F)(F)F (4-[[N-(2-amino-5-trifluoromethoxybenzoyl)glycyl]aminomethyl]-1-(4-isopropylbenzyl)piperidine). Reaction SMILES: C(O)(=O)C.C(OC([NH:12][C:13]1[CH:32]=[CH:31][C:30]([O:33][C:34]([F:37])([F:36])[F:35])=[CH:29][C:14]=1[C:15]([NH:17][CH2:18][C:19]([NH:21][CH2:22][CH:23]1[CH2:28][CH2:27][NH:26][CH2:25][CH2:24]1)=[O:20])=[O:16])=O)(C)(C)C.[CH:38]([C:41]1[CH:48]=[CH:47][C:44]([CH:45]=O)=[CH:43][CH:42]=1)([CH3:40])[CH3:39]>CO>[NH2:12][C:13]1[CH:32]=[CH:31][C:30]([O:33][C:34]([F:37])([F:36])[F:35])=[CH:29][C:14]=1[C:15]([NH:17][CH2:18][C:19]([NH:21][CH2:22][CH:23]1[CH2:28][CH2:27][N:26]([CH2:45][C:44]2[CH:47]=[CH:48][C:41]([CH:38]([CH3:40])[CH3:39])=[CH:42][CH:43]=2)[CH2:25][CH2:24]1)=[O:20])=[O:16]. Reported procedure: Acetic acid (10 mL) was added to a mixture of 4-[[N-(2-(tert-butoxycarbonylamino)-5-(trifluoromethoxy)benzoyl)glycyl]aminomethyl]piperidine (0.050 mmol) with 4-isopropylbenzaldehyde (0.060 mmol), NaH3CN (0.15 mmol) and methanol (1.3 mL), and the resulting mixture was stirred at 60° C. for 8 hours, cooled to room temperature, then loaded onto a Varian™ SCX column and washed with methanol (10 mL). The obtained crude product was eluted with a 2 M methanol solution of NH3 (5 mL) and concentrated. A ... The product is CCN(CC)CCNC(=O)c1cc(C)[nH]c1C=C1C(=O)Nc2ccc(Br)cc21. The reactants are O=C1Cc2cc(Br)ccc2N1, CCN(CC)CCNC(=O)c1cc(C)[nH]c1C=O, C1CCNCC1, CCO. Reaction SMILES: [Br:1][c:2]1[cH:3][c:4]2[c:8]([cH:9][cH:10]1)[NH:7][C:6](=[O:11])[CH2:5]2.[CH2:12]([CH3:13])[N:14]([CH2:15][CH2:16][NH:17][C:18](=[O:19])[c:20]1[c:21]([CH:26]=[O:27])[nH:22][c:23]([CH3:25])[cH:24]1)[CH2:28][CH3:29].[CH2:30]1[CH2:31][CH2:32][NH:33][CH2:34][CH2:35]1.[CH3:36][CH2:37][OH:38]>>[Br:1][c:2]1[cH:3][c:4]2[c:8]([cH:9][cH:10]1)[NH:7][C:6](=[O:11])[C:5]2=[CH:26][c:21]1[c:20]([C:18]([NH:17][CH2:16][CH2:15][N:14]([CH2:12][CH3:13])[CH2:28][CH3:29])=[O:19])[cH:24][c:23]([CH3:25])[nH:22]1.